This data is from the Open Reaction Database (ORD), a public repository of structured organic reaction records. The task is: describe an organic reaction: reactants, conditions, products, and yield The reactants are C(C)(=O)OCC (Ethyl acetate), CI (methyl iodide), OC=1C=C(C=CC1[N+](=O)[O-])NC(C)=O (N-(3-hydroxy-4-nitro-phenyl)-acetamide), C([O-])([O-])=O.[K+].[K+] (potassium carbonate), CI (methyl iodide). Solvent: [Cl-].[Na+].O (brine). Reaction conditions: time 1 hour. Yields the product COC=1C=C(C=CC1[N+](=O)[O-])NC(C)=O (N-(3-methoxy-4-nitro-phenyl)-acetamide). RXN SMILES: [OH:1][C:2]1[CH:3]=[C:4]([NH:11][C:12](=[O:14])[CH3:13])[CH:5]=[CH:6][C:7]=1[N+:8]([O-:10])=[O:9].[C:15](=O)([O-])[O-].[K+].[K+].CI.C(OCC)(=O)C>[Cl-].[Na+].O>[CH3:15][O:1][C:2]1[CH:3]=[C:4]([NH:11][C:12](=[O:14])[CH3:13])[CH:5]=[CH:6][C:7]=1[N+:8]([O-:10])=[O:9] |f:1.2.3,6.7.8|. Procedure: To a solution of N-(3-hydroxy-4-nitro-phenyl)-acetamide (2 g, 10.15 mmol) in anhydrous N,N-dimethylormamide (5 mL) was added potassium carbonate (2.6 g, 18.88 mmol) followed by methyl iodide (0.71 mL, 11.16 mmol) and the reaction mixture was stirred at room temperature for 1 hour. A second aliquot of methyl iodide (0.15 mL) was then added and the resulting mixture was stirred for 1 hour. Ethyl acetate (100 mL) and brine (100 mL) were added, the organic layer was separated, washed twice with wate...